Dataset: the Open Reaction Database (ORD), a public repository of structured organic reaction records. Task: describe an organic reaction: reactants, conditions, products, and yield The reactants are BrC1=C(C=C(OCCNC(OC(C)(C)C)=O)C=C1C)C (tert-butyl 2-(4-bromo-3,5-dimethylphenoxy)ethylcarbamate), FC(C(=O)O)(F)F (trifluoroacetic acid), C(=O)([O-])[O-].[K+].[K+] (K2CO3). Solvent: ClCCl (dichloromethane). Conditions: time 12 hour. Yields the product BrC1=C(C=C(OCCN)C=C1C)C (2-(4-Bromo-3,5-dimethylphenoxy)ethanamine). Reaction SMILES: [Br:1][C:2]1[C:18]([CH3:19])=[CH:17][C:5]([O:6][CH2:7][CH2:8][NH:9]C(=O)OC(C)(C)C)=[CH:4][C:3]=1[CH3:20].FC(F)(F)C(O)=O.C([O-])([O-])=O.[K+].[K+]>ClCCl>[Br:1][C:2]1[C:18]([CH3:19])=[CH:17][C:5]([O:6][CH2:7][CH2:8][NH2:9])=[CH:4][C:3]=1[CH3:20] |f:2.3.4|. Procedure: To a solution of tert-butyl 2-(4-bromo-3,5-dimethylphenoxy)ethylcarbamate (310 mg) in dichloromethane (8 mL) is added trifluoroacetic acid (700 μL). The mixture is stirred for 12 hours at room temperature. Then saturated aqueous K2CO3 solution is added, the mixture is stirred for 30 minutes and the phases are separated. The organic phase is washed with saturated aqueous K2CO3 solution and dried (MgSO4). The solvent is evaporated to give the title compound. Yield: 200 mg; LC (method 7): tR=0.83 m... Starting materials: Cc1ncc(Nc2ccc(Br)cn2)c2c1OC(C)(C)OC2, O=C([O-])[O-], CC(C)(C)NS(=O)(=O)c1ccccc1B(O)O, CC(C)CO, Cc1ccccc1, [Cs+], [Cs+], O, [Pd], c1ccc(P(c2ccccc2)c2ccccc2)cc1, c1ccc(P(c2ccccc2)c2ccccc2)cc1, c1ccc(P(c2ccccc2)c2ccccc2)cc1, c1ccc(P(c2ccccc2)c2ccccc2)cc1. Yields the product Cc1ncc(Nc2ccc(-c3ccccc3S(=O)(=O)NC(C)(C)C)cn2)c2c1OC(C)(C)OC2. RXN SMILES: [Br:1][c:2]1[cH:3][cH:4][c:5]([NH:8][c:9]2[c:10]3[c:11]([c:12]([CH3:15])[n:13][cH:14]2)[O:16][C:17]([CH3:20])([CH3:21])[O:18][CH2:19]3)[n:6][cH:7]1.[C:22](=[O:23])([O-:24])[O-:25].[C:28]([CH3:29])([CH3:30])([CH3:31])[NH:32][S:33](=[O:34])(=[O:35])[c:36]1[c:37]([B:42]([OH:43])[OH:44])[cH:38][cH:39][cH:40][cH:41]1.[CH2:130]([OH:131])[CH:132]([CH3:133])[CH3:134].[CH3:45][c:46]1[cH:47][cH:48][cH:49][cH:50][cH:51]1.[Cs+:26].[Cs+:27].[OH2:52].[Pd:53].[c:111]1([P:112]([c:113]2[cH:114][cH:115][cH:116][cH:117][cH:118]2)[c:119]2[cH:120][cH:121][cH:122][cH:123][cH:124]2)[cH:125][cH:126][cH:127][cH:128][cH:129]1.[c:54]1([P:55]([c:56]2[cH:57][cH:58][cH:59][cH:60][cH:61]2)[c:62]2[cH:63][cH:64][cH:65][cH:66][cH:67]2)[cH:68][cH:69][cH:70][cH:71][cH:72]1.[c:73]1([P:74]([c:75]2[cH:76][cH:77][cH:78][cH:79][cH:80]2)[c:81]2[cH:82][cH:83][cH:84][cH:85][cH:86]2)[cH:87][cH:88][cH:89][cH:90][cH:91]1.[c:92]1([P:93]([c:94]2[cH:95][cH:96][cH:97][cH:98][cH:99]2)[c:100]2[cH:101][cH:102][cH:103][cH:104][cH:105]2)[cH:106][cH:107][cH:108][cH:109][cH:110]1>>[c:2]1(-[c:37]2[c:36]([S:33]([NH:32][C:28]([CH3:29])([CH3:30])[CH3:31])(=[O:34])=[O:35])[cH:41][cH:40][cH:39][cH:38]2)[cH:3][cH:4][c:5]([NH:8][c:9]2[c:10]3[c:11]([c:12]([CH3:15])[n:13][cH:14]2)[O:16][C:17]([CH3:20])([CH3:21])[O:18][CH2:19]3)[n:6][cH:7]1. The reactants are Cl.O1CCC2=C1C=CC=C2CCCN (3-(2,3-dihydro-benzofuran-4-yl)-propylamine hydrochloride), ClN1C(CCC1=O)=O (N-chlorosuccinimide). The solvent is C(C)(=O)O (acetic acid). Yields the product Cl.ClC=1C=CC2=C(CCO2)C1CCCN (3-(5-chloro-2,3-dihydro-benzofuran-4-yl)propylamine hydrochloride). The yield is 91.3%. RXN SMILES: [ClH:1].[O:2]1[C:6]2[CH:7]=[CH:8][CH:9]=[C:10]([CH2:11][CH2:12][CH2:13][NH2:14])[C:5]=2[CH2:4][CH2:3]1.[Cl:15]N1C(=O)CCC1=O>C(O)(=O)C>[ClH:15].[Cl:1][C:9]1[CH:8]=[CH:7][C:6]2[O:2][CH2:3][CH2:4][C:5]=2[C:10]=1[CH2:11][CH2:12][CH2:13][NH2:14] |f:0.1,4.5|. Procedure: A solution of of 3-(2,3-dihydro-benzofuran-4-yl)-propylamine hydrochloride (150 mg) and N-chlorosuccinimide (100 mg) in acetic acid (50 ml) was stirred at room temperature overnight. The solution was evaporated to dryness and the residue taken up in water, basified with 2N sodium hydroxide and extracted with dichloromethane. The extracts were dried and evaporated and the residue disolved in a solution of hydrogen chloride in methanol. Evaporation gave the the title compound (159 mg) as an off-wh... The reactants are CC(=O)O, CC(C)c1cc(Cc2c(Cl)cc(N)cc2Cl)n[nH]c1=O, O=C1OC(=O)c2ccccc21. The product is CC(C)c1cc(Cc2c(Cl)cc(N3C(=O)c4ccccc4C3=O)cc2Cl)n[nH]c1=O. As a reaction SMILES: [CH3:32][C:33](=[O:34])[OH:35].[NH2:1][c:2]1[cH:3][c:4]([Cl:20])[c:5]([CH2:6][c:7]2[cH:8][c:9]([CH:14]([CH3:15])[CH3:16])[c:10](=[O:13])[nH:11][n:12]2)[c:17]([Cl:19])[cH:18]1.[O:21]=[C:22]1[O:23][C:24](=[O:25])[c:26]2[cH:27][cH:28][cH:29][cH:30][c:31]21>>[N:1]1([c:2]2[cH:3][c:4]([Cl:20])[c:5]([CH2:6][c:7]3[cH:8][c:9]([CH:14]([CH3:15])[CH3:16])[c:10](=[O:13])[nH:11][n:12]3)[c:17]([Cl:19])[cH:18]2)[C:22](=[O:21])[c:31]2[c:26]([cH:27][cH:28][cH:29][cH:30]2)[C:24]1=[O:23]. Reactants: C(=O)=O (carbon dioxide), NCCCCCC(=O)O (6-aminocaproic acid), aqueous solution, [Na] (sodium), C(C1=CC=CC=C1)OC(=O)Cl (benzylchloroformate). Solvent: O1CCCC1 (tetrahydrofuran). The product is C1(=CC=CC=C1)COC(=O)NCCCCCC(=O)O (6-[[(Phenylmethoxy)carbonyl]amino]hexanoic acid). Reaction SMILES: [NH2:1][CH2:2][CH2:3][CH2:4][CH2:5][CH2:6][C:7]([OH:9])=[O:8].[Na].[CH2:11]([O:18][C:19](Cl)=[O:20])[C:12]1[CH:17]=[CH:16][CH:15]=[CH:14][CH:13]=1.C(=O)=O>O1CCCC1>[C:12]1([CH2:11][O:18][C:19]([NH:1][CH2:2][CH2:3][CH2:4][CH2:5][CH2:6][C:7]([OH:9])=[O:8])=[O:20])[CH:17]=[CH:16][CH:15]=[CH:14][CH:13]=1 |^1:9|. Reported procedure: To a solution of 6-aminocaproic acid (15 g, 0.114 mole) in a 5% aqueous solution of sodium hydroge carbonate (500 ml) and tetrahydrofuran (100 ml), was added benzylchloroformate (19.52 ml, 0.137 mole) dropwise over a 10 minute period. The reaction was allowed to stir at room temperature until carbon dioxide had ceased to eliminate (~24 hours). The reaction was concentrated in vacuo to remove tetrahydrofuran and the aqueous layer was extracted with ethyl acetate and concentrated again to remove o... The reactants are C(C=C)#N (acrylonitrile), C(C)(C)(C)OC(=O)N(CCNC)C (N-(tert-butoxycarbonyl)-N,N'-dimethyl-ethylenediamine). Run at temperature 60 celsius, time 2 hour. Yields the product C(C)(C)(C)OC(=O)N(CCN(C)CCC#N)C (N-(tert-butoxycarbonyl)-N'-(2-cyanoethyl)-N,N'-dimethyl-ethylenediamine). The yield is 79.7%. RXN SMILES: [C:1](#[N:4])[CH:2]=[CH2:3].[C:5]([O:9][C:10]([N:12]([CH3:17])[CH2:13][CH2:14][NH:15][CH3:16])=[O:11])([CH3:8])([CH3:7])[CH3:6]>>[C:5]([O:9][C:10]([N:12]([CH3:17])[CH2:13][CH2:14][N:15]([CH2:3][CH2:2][C:1]#[N:4])[CH3:16])=[O:11])([CH3:8])([CH3:7])[CH3:6]. Procedure: 530 mg of acrylonitrile were slowly added to 1.88 g of N-(tert-butoxycarbonyl)-N,N'-dimethyl-ethylenediamine, while cooling with ice. The mixture was stirred at 0° C. for 1 hour, at RT for 14 hours and at 60° C. for 2 hours. The volatile constituents were removed in vacuo and the residue was purified by chromatography over silica gel (EA:MeOH 9:1). 1.92 g of product were obtained. MS(Cl): 242 (M+H)⊕, 186, 142